This data is from the Open Reaction Database (ORD), a public repository of structured organic reaction records. The task is: describe an organic reaction: reactants, conditions, products, and yield The reactants are O=C1C=CC(=O)C=C1, C1CCOC1, [NH2-], N, [Na], C#Cc1ccccc1. As a reaction SMILES: [C:12]1(=[O:19])[CH:13]=[CH:14][C:15](=[O:18])[CH:16]=[CH:17]1.[CH2:20]1[O:21][CH2:22][CH2:23][CH2:24]1.[NH2-:2].[NH3:11].[Na:1].[c:3]1([C:9]#[CH:10])[cH:4][cH:5][cH:6][cH:7][cH:8]1>>[c:3]1([C:9]#[C:10][C:15]2([OH:18])[CH:14]=[CH:13][C:12](=[O:19])[CH:17]=[CH:16]2)[cH:4][cH:5][cH:6][cH:7][cH:8]1. The product is O=C1C=CC(O)(C#Cc2ccccc2)C=C1. The reactants are BrC=1C=C(C=CC1C)C=1OC2=C(N1)C=CC=C2 (2-(3-bromo-4-methylphenyl)-1,3-benzoxazole), C1CC(=O)N(C1=O)Br (n-bromosuccinimide), C(C1=CC=CC=C1)(=O)OOC(C1=CC=CC=C1)=O (benzoyl peroxide). Solvent: C(Cl)(Cl)(Cl)Cl (carbon tetrachloride). The product is BrC=1C=C(C=CC1CBr)C=1OC2=C(N1)C=CC=C2 (2-[3-bromo-4-(bromomethyl)phenyl]-1,3-benzoxazole). Reaction SMILES: [Br:1][C:2]1[CH:3]=[C:4]([C:9]2[O:10][C:11]3[CH:17]=[CH:16][CH:15]=[CH:14][C:12]=3[N:13]=2)[CH:5]=[CH:6][C:7]=1[CH3:8].C1C(=O)N([Br:25])C(=O)C1.C(OOC(=O)C1C=CC=CC=1)(=O)C1C=CC=CC=1>C(Cl)(Cl)(Cl)Cl>[Br:1][C:2]1[CH:3]=[C:4]([C:9]2[O:10][C:11]3[CH:17]=[CH:16][CH:15]=[CH:14][C:12]=3[N:13]=2)[CH:5]=[CH:6][C:7]=1[CH2:8][Br:25]. Reported procedure: A mixture of 2-(3-bromo-4-methylphenyl)-1,3-benzoxazole (240 mg, 0.83 mmol), n-bromosuccinimide (180 mg, 0.99 mmol), and benzoyl peroxide (10 mg, 0.041 mmol) in carbon tetrachloride (15 mL) was refluxed for 3 h. The white precipitate was filtered and the filtrate was evaporated to dryness. The resulting solid was purified by flash chromatography on silica gel eluting with EtOAc:hexane (1:5) to afford 2-[3-bromo-4-(bromomethyl)phenyl]-1,3-benzoxazole as a yellow solid.